From a dataset of the Open Reaction Database (ORD), a public repository of structured organic reaction records. describe an organic reaction: reactants, conditions, products, and yield RXN SMILES: [H-].[Na+].[CH2:3]([OH:7])[C:4]#[C:5][CH3:6].Cl[C:9]1[CH:14]=[C:13]([O:15][CH:16]([CH3:18])[CH3:17])[N:12]=[CH:11][N:10]=1.[Cl-].[NH4+]>O1CCCC1>[CH2:3]([O:7][C:9]1[CH:14]=[C:13]([O:15][CH:16]([CH3:18])[CH3:17])[N:12]=[CH:11][N:10]=1)[C:4]#[C:5][CH3:6] |f:0.1,4.5|. Procedure: In 0.5 ml of tetrahydrofuran was suspended 0.02 g of sodium hydride (60% in oil), to which 0.1 ml of a solution containing 0.02 g of 2-butyn-1-ol in tetrahydrofuran was added dropwise at room temperature. After stirring at room temperature for 20 minutes, 0.1 ml of a solution containing 0.05 g of 4-chloro-6-(isopropyloxy)pyrimidine in tetrahydrofuran was added dropwise at room temperature, followed by stirring for 2 hours. The mixture was then poured into a saturated aqueous ammonium chloride so... The product is C(C#CC)OC1=NC=NC(=C1)OC(C)C (4-(2-butynyloxy)-6-isopropoxypyrimidine). The yield is 85.0%. Reactants: [H-].[Na+] (sodium hydride), solution, C(C#CC)O (2-butyn-1-ol), solution, ClC1=NC=NC(=C1)OC(C)C (4-chloro-6-(isopropyloxy)pyrimidine), [Cl-].[NH4+] (ammonium chloride). The solvent is O1CCCC1 (tetrahydrofuran), O1CCCC1 (tetrahydrofuran), O1CCCC1 (tetrahydrofuran). Reaction conditions: time 20 minute. Reactants: CCCCCCCCCCCCCCCC(=O)Cl, CCCCCCCCCCCCCCCCCC(=O)NCC(=O)OCC, ClCCl, Cn1ccnc1, CCCCN(CCCC)CCCC, [Cl-], [Cl-], [Cl-], [Cl-], O, [Ti+4]. The product is CCCCCCCCCCCCCCCCCC(=O)NC(C(=O)CCCCCCCCCCCCCCC)C(=O)OCC. RXN SMILES: [C:33]([CH2:34][CH2:35][CH2:36][CH2:37][CH2:38][CH2:39][CH2:40][CH2:41][CH2:42][CH2:43][CH2:44][CH2:45][CH2:46][CH2:47][CH3:48])(=[O:49])[Cl:50].[CH2:1]([CH3:2])[O:3][C:4]([CH2:5][NH:6][C:7]([CH2:8][CH2:9][CH2:10][CH2:11][CH2:12][CH2:13][CH2:14][CH2:15][CH2:16][CH2:17][CH2:18][CH2:19][CH2:20][CH2:21][CH2:22][CH2:23][CH3:24])=[O:25])=[O:26].[CH2:70]([Cl:71])[Cl:72].[CH3:27][n:28]1[cH:29][cH:30][n:31][cH:32]1.[CH3:51][CH2:52][CH2:53][CH2:54][N:55]([CH2:56][CH2:57][CH2:58][CH3:59])[CH2:60][CH2:61][CH2:62][CH3:63].[Cl-:64].[Cl-:65].[Cl-:66].[Cl-:67].[OH2:69].[Ti+4:68]>>[CH2:1]([CH3:2])[O:3][C:4]([CH:5]([NH:6][C:7]([CH2:8][CH2:9][CH2:10][CH2:11][CH2:12][CH2:13][CH2:14][CH2:15][CH2:16][CH2:17][CH2:18][CH2:19][CH2:20][CH2:21][CH2:22][CH2:23][CH3:24])=[O:25])[C:33]([CH2:34][CH2:35][CH2:36][CH2:37][CH2:38][CH2:39][CH2:40][CH2:41][CH2:42][CH2:43][CH2:44][CH2:45][CH2:46][CH2:47][CH3:48])=[O:49])=[O:26]. Reactants: C1CCOC1, CO, COC(=O)c1sc2ccc(Cl)cc2c1C(F)(F)F, [Li+], [OH-], O. Yields the product O=C(O)c1sc2ccc(Cl)cc2c1C(F)(F)F. Reaction SMILES: [CH2:21]1[O:22][CH2:23][CH2:24][CH2:25]1.[CH3:26][OH:27].[Cl:1][c:2]1[cH:3][c:4]2[c:5]([s:6][c:7]([C:13](=[O:14])[O:15][CH3:16])[c:8]2[C:9]([F:10])([F:11])[F:12])[cH:17][cH:18]1.[Li+:20].[OH-:19].[OH2:28]>>[Cl:1][c:2]1[cH:3][c:4]2[c:5]([s:6][c:7]([C:13](=[O:14])[OH:15])[c:8]2[C:9]([F:10])([F:11])[F:12])[cH:17][cH:18]1. The reactants are O=C1CCC(=O)N1Br, O=C(OOC(=O)c1ccccc1)c1ccccc1, Cc1ccc(F)c(Cl)c1, ClC(Cl)(Cl)Cl. Yields the product Fc1ccc(CBr)cc1Cl. As a reaction SMILES: [Br:19][N:20]1[C:21](=[O:22])[CH2:23][CH2:24][C:25]1=[O:26].[C:1]([O:2][O:3][C:4](=[O:5])[c:6]1[cH:7][cH:8][cH:9][cH:10][cH:11]1)(=[O:12])[c:13]1[cH:14][cH:15][cH:16][cH:17][cH:18]1.[Cl:27][c:28]1[cH:29][c:30]([CH3:35])[cH:31][cH:32][c:33]1[F:34].[Cl:36][C:37]([Cl:38])([Cl:39])[Cl:40]>>[Br:19][CH2:35][c:30]1[cH:29][c:28]([Cl:27])[c:33]([F:34])[cH:32][cH:31]1.